Dataset: the Open Reaction Database (ORD), a public repository of structured organic reaction records. Task: describe an organic reaction: reactants, conditions, products, and yield The reactants are ClCCl, COC(=O)C(CCSC)NC(=O)CN1C(=O)N(CCCc2cn(C(c3ccccc3)(c3ccccc3)c3ccccc3)cn2)C(=O)C1(C)c1cccc2ccccc12, CC(C)[SiH](C(C)C)C(C)C, O=C(O)C(F)(F)F. As a reaction SMILES: [CH2:76]([Cl:77])[Cl:78].[CH3:1][O:2][C:3]([CH:4]([CH2:5][CH2:6][S:7][CH3:8])[NH:9][C:10]([CH2:11][N:12]1[C:13](=[O:56])[N:14]([CH2:29][CH2:30][CH2:31][c:32]2[n:33][cH:34][n:35]([C:37]([c:38]3[cH:39][cH:40][cH:41][cH:42][cH:43]3)([c:44]3[cH:45][cH:46][cH:47][cH:48][cH:49]3)[c:50]3[cH:51][cH:52][cH:53][cH:54][cH:55]3)[cH:36]2)[C:15](=[O:28])[C:16]1([c:17]1[cH:18][cH:19][cH:20][c:21]2[cH:22][cH:23][cH:24][cH:25][c:26]12)[CH3:27])=[O:57])=[O:58].[CH:59]([SiH:60]([CH:61]([CH3:62])[CH3:63])[CH:64]([CH3:65])[CH3:66])([CH3:67])[CH3:68].[OH:69][C:70]([C:71]([F:72])([F:73])[F:74])=[O:75]>>[CH3:1][O:2][C:3]([CH:4]([CH2:5][CH2:6][S:7][CH3:8])[NH:9][C:10]([CH2:11][N:12]1[C:13](=[O:56])[N:14]([CH2:29][CH2:30][CH2:31][c:32]2[n:33][cH:34][nH:35][cH:36]2)[C:15](=[O:28])[C:16]1([c:17]1[cH:18][cH:19][cH:20][c:21]2[cH:22][cH:23][cH:24][cH:25][c:26]12)[CH3:27])=[O:57])=[O:58]. The product is COC(=O)C(CCSC)NC(=O)CN1C(=O)N(CCCc2c[nH]cn2)C(=O)C1(C)c1cccc2ccccc12. Reactants: CC(C)([O-])C.[K+] (potassium tert-butoxide), [Br-].C(=O)(O)CCC[P+](C1=CC=CC=C1)(C1=CC=CC=C1)C1=CC=CC=C1 ((3-carboxypropyl)triphenylphosphonium bromide), S(O)(O)(=O)=O (sulphuric acid), BrC1=CC=C(S1)C(C)=O (1-(5-bromo-2-thienyl)ethanone). The solvent is C1CCOC1 (THF), C(C)O (ethanol), C1CCOC1 (THF), C1CCOC1 (THF). Run at temperature 130 celsius, time 15 minute. Yields the product BrC1=C(SC=C1)/C(=C/CCC(=O)OCC)/C (Ethyl (E)-5-(Bromo-2-thienyl)-4-hexenoate). RXN SMILES: [Br-:1].[C:2]([CH2:5][CH2:6][CH2:7][P+](C1C=CC=CC=1)(C1C=CC=CC=1)C1C=CC=CC=1)([OH:4])=[O:3].C[C:28]([CH3:31])([O-])C.[K+].Br[C:34]1[S:38][C:37]([C:39](=O)[CH3:40])=[CH:36][CH:35]=1.S(=O)(=O)(O)O>C1COCC1.C(O)C>[Br:1][C:36]1[CH:35]=[CH:34][S:38][C:37]=1/[C:39](/[CH3:40])=[CH:7]/[CH2:6][CH2:5][C:2]([O:4][CH2:28][CH3:31])=[O:3] |f:0.1,2.3|. Procedure details: 22.2 g (51.7 mmol) of (3-carboxypropyl)triphenylphosphonium bromide are dried under vacuum for 1 h with heating at 130° C., and then cooled to room temperature and dissolved in 200 mL of anhydrous THF. 11.5 g (102.5 mmol) of potassium tert-butoxide in 100 mL of THF are then added slowly, after which the orange-red mixture is stirred for 15 minutes. A solution of 7 g (34 mmol) of 1-(5-bromo-2-thienyl)ethanone in 100 mL of THF is then added dropwise and the reaction medium is stirred for 15 hours.... Starting materials: CCOC(=O)C(CC(C)C)c1cc(Cl)c(I)c(OCC(F)(F)F)c1, CCOC(C)=O, COCCOC, OB(O)c1ccc(C(F)(F)F)cc1, O. Product: CCOC(=O)C(CC(C)C)c1cc(Cl)c(-c2ccc(C(F)(F)F)cc2)c(OCC(F)(F)F)c1. RXN SMILES: [CH2:1]([CH3:2])[O:3][C:4]([CH:5]([CH2:6][CH:7]([CH3:8])[CH3:9])[c:10]1[cH:11][c:12]([Cl:23])[c:13]([I:22])[c:14]([O:16][CH2:17][C:18]([F:19])([F:20])[F:21])[cH:15]1)=[O:24].[CH3:38][CH2:39][O:40][C:41]([CH3:42])=[O:43].[CH3:45][O:46][CH2:47][CH2:48][O:49][CH3:50].[F:25][C:26]([c:27]1[cH:28][cH:29][c:30]([B:33]([OH:34])[OH:35])[cH:31][cH:32]1)([F:36])[F:37].[OH2:44]>>[CH2:1]([CH3:2])[O:3][C:4]([CH:5]([CH2:6][CH:7]([CH3:8])[CH3:9])[c:10]1[cH:11][c:12]([Cl:23])[c:13](-[c:30]2[cH:29][cH:28][c:27]([C:26]([F:25])([F:36])[F:37])[cH:32][cH:31]2)[c:14]([O:16][CH2:17][C:18]([F:19])([F:20])[F:21])[cH:15]1)=[O:24]. The reactants are FC(C(=O)OCC)CCCC (ethyl 2-fluorocaproate), ( 9 ), [H-].C(C(C)C)[Al+]CC(C)C (diisobutyl aluminum hydride), [H-].C(C(C)C)[Al+]CC(C)C (diisobutyl aluminum hydride). Run in CCCCCC (hexane), CCCCCC (hexane), C1(=CC=CC=C1)C (toluene). Reaction conditions: time 5 hour. Yields the product O.FC(C=O)CCCC (2-fluorohexanal hydrate). As a reaction SMILES: [F:1][CH:2]([CH2:8][CH2:9][CH2:10][CH3:11])[C:3](OCC)=[O:4].[H-].C([Al+]CC(C)C)C(C)C>CCCCCC.C1(C)C=CC=CC=1>[OH2:4].[F:1][CH:2]([CH2:8][CH2:9][CH2:10][CH3:11])[CH:3]=[O:4] |f:1.2,5.6|. Procedure: A solution of ethyl 2-fluorocaproate (AX, R=n-pentyl) prepared in accordance with the method of Elkik and Assadi-Far, Compt. Rend. Series C, 262 (9) 763 (1966), (9.50 g, 58.6 mmol) in 45 ml of dry hexane was cooled under N2 to -75° in a 300 ml round bottom flask equipped with a 50 ml pressure-equalized addition funnel. Into the funnel was injected through a rubber septum, a solution of diisobutyl aluminum hydride in 30 ml of hexane, prepared from 15 ml of 1.2 molar diisobutyl aluminum hydride in... Reactants: ClC1=C(C=CC=C1Cl)N1CCN(CC1)CCCCOC1=CC=C2CCC(N(C2=C1)C(=O)OCCl)=O (chloromethyl 7-(4-(4-(2,3-dichlorophenyl)piperazin-1-yl)butoxy)-2-oxo-3,4-dihydroquinoline-1(2H)-carboxylate), C(CCCCCCCCCCCCCCC)(=O)O (palmitic acid), C([O-])([O-])=O.[Cs+].[Cs+] (cesium carbonate). The solvent is CN(C=O)C (dimethyl formamide), C(C)(=O)OCC (ethyl acetate). Reaction conditions: temperature 60 celsius. Product: ClC1=C(C=CC=C1Cl)N1CCN(CC1)CCCCOC1=CC=C2CCC(N(C2=C1)C(=O)OCOC(CCCCCCCCCCCCCCC)=O)=O (palmitoyloxymethyl 7-(4-(4-(2,3-dichlorophenyl)piperazin-1-yl)butoxy)-2-oxo-3,4-dihydroquinoline-1(2H)-carboxylate). RXN SMILES: [Cl:1][C:2]1[C:7]([Cl:8])=[CH:6][CH:5]=[CH:4][C:3]=1[N:9]1[CH2:14][CH2:13][N:12]([CH2:15][CH2:16][CH2:17][CH2:18][O:19][C:20]2[CH:29]=[C:28]3[C:23]([CH2:24][CH2:25][C:26](=[O:35])[N:27]3[C:30]([O:32][CH2:33]Cl)=[O:31])=[CH:22][CH:21]=2)[CH2:11][CH2:10]1.[C:36]([OH:53])(=[O:52])[CH2:37][CH2:38][CH2:39][CH2:40][CH2:41][CH2:42][CH2:43][CH2:44][CH2:45][CH2:46][CH2:47][CH2:48][CH2:49][CH2:50][CH3:51].C(=O)([O-])[O-].[Cs+].[Cs+]>CN(C)C=O.C(OCC)(=O)C>[Cl:1][C:2]1[C:7]([Cl:8])=[CH:6][CH:5]=[CH:4][C:3]=1[N:9]1[CH2:10][CH2:11][N:12]([CH2:15][CH2:16][CH2:17][CH2:18][O:19][C:20]2[CH:29]=[C:28]3[C:23]([CH2:24][CH2:25][C:26](=[O:35])[N:27]3[C:30]([O:32][CH2:33][O:53][C:36](=[O:52])[CH2:37][CH2:38][CH2:39][CH2:40][CH2:41][CH2:42][CH2:43][CH2:44][CH2:45][CH2:46][CH2:47][CH2:48][CH2:49][CH2:50][CH3:51])=[O:31])=[CH:22][CH:21]=2)[CH2:13][CH2:14]1 |f:2.3.4|. Procedure: To a solution of chloromethyl 7-(4-(4-(2,3-dichlorophenyl)piperazin-1-yl)butoxy)-2-oxo-3,4-dihydroquinoline-1(2H)-carboxylate (1.16 g, 2.14 mmol) in dimethyl formamide (20 mL) was added palmitic acid (825 mg, 3.22 mmol) and cesium carbonate (524 mg, 1.61 mmol). The reaction was heated to 60° C. for 5 hours then allowed to cool to room temperature. The reaction was diluted with ethyl acetate (20 mL) and washed with 1:1 water/brine (3×40 mL). The organics were filtered to remove a white precipitat... Starting materials: ClCCl, COc1ccccc1N1CCNCC1, O=CCCc1cc(-c2nccs2)no1. Product: COc1ccccc1N1CCN(CCCc2cc(-c3nccs3)no2)CC1. Reaction SMILES: [CH2:29]([Cl:30])[Cl:31].[CH3:15][O:16][c:17]1[c:18]([N:23]2[CH2:24][CH2:25][NH:26][CH2:27][CH2:28]2)[cH:19][cH:20][cH:21][cH:22]1.[s:1]1[c:2](-[c:6]2[n:7][o:8][c:9]([CH2:11][CH2:12][CH:13]=[O:14])[cH:10]2)[n:3][cH:4][cH:5]1>>[s:1]1[c:2](-[c:6]2[n:7][o:8][c:9]([CH2:11][CH2:12][CH2:13][N:26]3[CH2:25][CH2:24][N:23]([c:18]4[c:17]([O:16][CH3:15])[cH:22][cH:21][cH:20][cH:19]4)[CH2:28][CH2:27]3)[cH:10]2)[n:3][cH:4][cH:5]1.